This data is from the Open Reaction Database (ORD), a public repository of structured organic reaction records. The task is: describe an organic reaction: reactants, conditions, products, and yield The reactants are BrCc1ccccc1, O=C([O-])[O-], O=C1CN(c2cc3c(cc2OCc2ccccc2)CC(O)CC3)S(=O)(=O)N1, [K+], [K+], CN(C)C=O. The product is O=C1CN(c2cc3c(cc2OCc2ccccc2)CC(O)CC3)S(=O)(=O)N1Cc1ccccc1. As a reaction SMILES: [Br:28][CH2:29][c:30]1[cH:31][cH:32][cH:33][cH:34][cH:35]1.[C:36](=[O:37])([O-:38])[O-:39].[CH2:1]([c:2]1[cH:3][cH:4][cH:5][cH:6][cH:7]1)[O:8][c:9]1[c:10]([N:20]2[CH2:21][C:22](=[O:27])[NH:23][S:24]2(=[O:25])=[O:26])[cH:11][c:12]2[c:17]([cH:18]1)[CH2:16][CH:15]([OH:19])[CH2:14][CH2:13]2.[K+:40].[K+:41].[O:42]=[CH:43][N:44]([CH3:45])[CH3:46]>>[CH2:1]([c:2]1[cH:3][cH:4][cH:5][cH:6][cH:7]1)[O:8][c:9]1[c:10]([N:20]2[CH2:21][C:22](=[O:27])[N:23]([CH2:29][c:30]3[cH:31][cH:32][cH:33][cH:34][cH:35]3)[S:24]2(=[O:25])=[O:26])[cH:11][c:12]2[c:17]([cH:18]1)[CH2:16][CH:15]([OH:19])[CH2:14][CH2:13]2.